From a dataset of the Open Reaction Database (ORD), a public repository of structured organic reaction records. describe an organic reaction: reactants, conditions, products, and yield Starting materials: FC=1C=C(CN2C(C=C(C=C2)O)=O)C=CC1 (1-(3-fluorobenzyl)-4-hydroxy-1H-pyridin-2-one), C(=O)([O-])[O-].[K+].[K+] (K2CO3), FC1=C(CBr)C=CC(=C1)F (2,4-difluorobenzyl bromide). Solvent: CC(=O)C (acetone). The product is FC1=C(COC2=CC(N(C=C2)CC2=CC(=CC=C2)F)=O)C=CC(=C1)F (4-(2,4-difluorobenzyloxy)-1-(3-fluorobenzyl)-1H-pyridin-2-one). Yield: 83.4%. RXN SMILES: [F:1][C:2]1[CH:3]=[C:4]([CH:14]=[CH:15][CH:16]=1)[CH2:5][N:6]1[CH:11]=[CH:10][C:9]([OH:12])=[CH:8][C:7]1=[O:13].C([O-])([O-])=O.[K+].[K+].[F:23][C:24]1[CH:31]=[C:30]([F:32])[CH:29]=[CH:28][C:25]=1[CH2:26]Br>CC(C)=O>[F:23][C:24]1[CH:31]=[C:30]([F:32])[CH:29]=[CH:28][C:25]=1[CH2:26][O:12][C:9]1[CH:10]=[CH:11][N:6]([CH2:5][C:4]2[CH:14]=[CH:15][CH:16]=[C:2]([F:1])[CH:3]=2)[C:7](=[O:13])[CH:8]=1 |f:1.2.3|. Reported procedure: To a solution of 1-(3-fluorobenzyl)-4-hydroxy-1H-pyridin-2-one (from Step 2 EXAMPLE 107) (0.92 g, 4.2 mmol) and K2CO3 (1.2 g, 8.4 mmol) in acetone (62 mL) was added 2,4-difluorobenzyl bromide (1.3 g, 6.3 mmol), and the reaction mixture was heated at reflux for 3 h. The reaction mixture was cooled room temperature, concentrated under reduced pressure, and the residue was partitioned between water and EtOAc. The organic solution was washed with brine, dried (Na2SO4), filtered, and concentrated und... Reactants: C[N+](C)(C)[O-] (TMANO), ClC=1C=C(CNC(=O)NC=2SC=C(N2)COCC=C)C=CC1Cl (1-(3,4-dichlorobenzyl)-3-(4-(allyloxymethyl)thiazol-2-yl)urea), CC(=O)C.O (acetone water), C(=O)(O)[O-].[Na+] (NaHCO3). The reagents and catalysts are O=[Os](=O)(=O)=O (OsO4). Run at time 3 hour. Yields the product ClC=1C=C(CNC(=O)NC=2SC=C(N2)COCC(CO)O)C=CC1Cl (1-(3,4-dichlorobenzyl)-3-(4-((2,3-dihydroxypropoxy)methyl)thiazol-2-yl)urea). Reaction SMILES: [Cl:1][C:2]1[CH:3]=[C:4]([CH:20]=[CH:21][C:22]=1[Cl:23])[CH2:5][NH:6][C:7]([NH:9][C:10]1[S:11][CH:12]=[C:13]([CH2:15][O:16][CH2:17]C=C)[N:14]=1)=[O:8].C[N+]([O-])(C)C.[C:29]([O-:32])(O)=O.[Na+].C[C:35](C)=[O:36].O>O=[Os](=O)(=O)=O>[Cl:1][C:2]1[CH:3]=[C:4]([CH:20]=[CH:21][C:22]=1[Cl:23])[CH2:5][NH:6][C:7]([NH:9][C:10]1[S:11][CH:12]=[C:13]([CH2:15][O:16][CH2:17][CH:29]([OH:32])[CH2:35][OH:36])[N:14]=1)=[O:8] |f:2.3,4.5|. Procedure details: To a solution of 1-(3,4-dichlorobenzyl)-3-(4-(allyloxymethyl)thiazol-2-yl)urea (Example 90, 100 mg, 0.27 mmol) in a mixture of acetone/water 10/1 (2 ml) was added TMANO (trimethylamine N-oxide, 45 mg, 0.40 mmol) and a OsO4 solution (4% in water, 0.34 mL, 5.4 μmol). The mixture was stirred at room temperature for 3 h and a saturated NaHCO3 solution was added. The solution was extracted with EtOAc (2×25 mL) and the combined extracts were dried over Na2SO4, filtered, and concentrated in vacuo to af... Starting materials: O=Cc1ccc(C(=O)O)cc1, Cc1ccccc1, Nc1cc(Cl)cc(Cl)c1, O, Cc1ccc(S(=O)(=O)O)cc1. Product: O=C(O)c1ccc(C=Nc2cc(Cl)cc(Cl)c2)cc1. Reaction SMILES: [C:10](=[O:11])([OH:12])[c:13]1[cH:14][cH:15][c:16]([CH:17]=[O:18])[cH:19][cH:20]1.[CH3:33][c:34]1[cH:35][cH:36][cH:37][cH:38][cH:39]1.[NH2:1][c:2]1[cH:3][c:4]([Cl:5])[cH:6][c:7]([Cl:8])[cH:9]1.[OH2:21].[c:22]1([CH3:23])[cH:24][cH:25][c:26]([S:27]([OH:28])(=[O:29])=[O:30])[cH:31][cH:32]1>>[N:1]([c:2]1[cH:3][c:4]([Cl:5])[cH:6][c:7]([Cl:8])[cH:9]1)=[CH:17][c:16]1[cH:15][cH:14][c:13]([C:10](=[O:11])[OH:12])[cH:20][cH:19]1. The reactants are O[C@H](C)[C@@H]1[C@@H]2N(C(=C([C@@H]2C)S\C=C/C2=C(N=CS2)CO)C(=O)[O-])C1=O.[Na+] (Sodium (1R,5S,6S)-6-((1R)-1-hydroxyethyl)-2-[[(Z)-2-(4-hydroxymethylthiazol-5-yl)ethen-1-yl]thio]-1-methyl-1-carbapen-2-em-3-carboxylate), C(C)(=O)OCBr (bromomethyl acetate). Product: O[C@H](C)[C@@H]1[C@@H]2N(C(=C([C@@H]2C)S\C=C/C2=C(N=CS2)CO)C(=O)OCOC(C)=O)C1=O (Acetoxymethyl (1R,5S,6S)-6-((1R)-1-hydroxyethyl)-2-[[(Z)-2-(4-hydroxymethylthiazol-5-yl)ethen-1-yl]thio]-1-methyl-1-carbapen-2-em-3-carboxylate). Reaction SMILES: [OH:1][C@@H:2]([C@H:4]1[C:24](=[O:25])[N:6]2[C:7]([C:21]([O-:23])=[O:22])=[C:8]([S:11]/[CH:12]=[CH:13]\[C:14]3[S:18][CH:17]=[N:16][C:15]=3[CH2:19][OH:20])[C@H:9]([CH3:10])[C@H:5]12)[CH3:3].[Na+].[C:27]([O:30][CH2:31]Br)(=[O:29])[CH3:28]>>[OH:1][C@@H:2]([C@H:4]1[C:24](=[O:25])[N:6]2[C:7]([C:21]([O:23][CH2:31][O:30][C:27](=[O:29])[CH3:28])=[O:22])=[C:8]([S:11]/[CH:12]=[CH:13]\[C:14]3[S:18][CH:17]=[N:16][C:15]=3[CH2:19][OH:20])[C@H:9]([CH3:10])[C@H:5]12)[CH3:3] |f:0.1|. Procedure details: In the same manner as in Example 81, 146 mg of the title compound was prepared from 160 mg of sodium (1R,5S,6S)-6-((1R)-1-hydroxyethyl)-2-[[(Z)-2-(4-hydroxymethylthiazol-5-yl)ethen-1-yl]thio]-1-methyl-1-carbapen-2-em-3-carboxylate prepared in Example 41 and 0.047 ml of bromomethyl acetate. NMR (CDCl3) δ: 1.21 (3H, d, J=7.3 Hz), 1.35 (3H, d, J=6.3 Hz), 1.83 (1H, d, J=4.8 Hz), 2.14 (3H, s), 2.50 (1H, t, J=5.9 Hz), 3.29 (1H, dd, J1=6.8 Hz, J2=2.8 Hz), 3.51-3.61 (1H, m), 4.22-4.31 (2H, m), 4.86 (2H,... Starting materials: C1CCOC1, CO, CCOC(=O)c1ccn(-c2ccc(OC(F)F)cc2)n1, O. Yields the product O=C(O)c1ccn(-c2ccc(OC(F)F)cc2)n1. RXN SMILES: [CH2:24]1[O:25][CH2:26][CH2:27][CH2:28]1.[CH3:21][OH:22].[F:1][CH:2]([O:3][c:4]1[cH:5][cH:6][c:7](-[n:10]2[n:11][c:12]([C:15](=[O:16])[O:17][CH2:18][CH3:19])[cH:13][cH:14]2)[cH:8][cH:9]1)[F:20].[OH2:23]>>[F:1][CH:2]([O:3][c:4]1[cH:5][cH:6][c:7](-[n:10]2[n:11][c:12]([C:15](=[O:16])[OH:17])[cH:13][cH:14]2)[cH:8][cH:9]1)[F:20]. The reactants are ( a ), ClCCCOC1=C(C=CC=C1)[N+](=O)[O-] (1-chloro-3-(2-nitrophenoxy)propane), COC1=CC=C(C=C1)C(OC1CCNCC1)C1=CC=CC=C1 (4-[(4-methoxyphenyl)-phenylmethoxy]piperidine), ClCCCOC1=C(C=CC=C1)[N+](=O)[O-] (1-chloro-3-(2-nitrophenoxy)propane). Product: COC1=CC=C(C=C1)C(OC1CCN(CC1)CCCOC1=C(C=CC=C1)[N+](=O)[O-])C1=CC=CC=C1 (4-[(4-methoxyphenyl)-phenylmethoxy]-1-[3-(2-nitrophenoxy)propyl]piperidine). RXN SMILES: [CH3:1][O:2][C:3]1[CH:8]=[CH:7][C:6]([CH:9]([C:17]2[CH:22]=[CH:21][CH:20]=[CH:19][CH:18]=2)[O:10][CH:11]2[CH2:16][CH2:15][NH:14][CH2:13][CH2:12]2)=[CH:5][CH:4]=1.Cl[CH2:24][CH2:25][CH2:26][O:27][C:28]1[CH:33]=[CH:32][CH:31]=[CH:30][C:29]=1[N+:34]([O-:36])=[O:35]>>[CH3:1][O:2][C:3]1[CH:4]=[CH:5][C:6]([CH:9]([C:17]2[CH:22]=[CH:21][CH:20]=[CH:19][CH:18]=2)[O:10][CH:11]2[CH2:12][CH2:13][N:14]([CH2:24][CH2:25][CH2:26][O:27][C:28]3[CH:33]=[CH:32][CH:31]=[CH:30][C:29]=3[N+:34]([O-:36])=[O:35])[CH2:15][CH2:16]2)=[CH:7][CH:8]=1. Procedure: The procedure of Example 24 (a) was repeated except for using 4-[(4-methoxyphenyl)-phenylmethoxy]piperidine and 1-chloro-3-(2-nitrophenoxy)propane instead of 4-[(2-chlorophenyl)-phenylmethoxy]piperidine and 1-chloro-3-(2-nitrophenoxy)propane to give oily 4-[(4-methoxyphenyl)-phenylmethoxy]-1-[3-(2-nitrophenoxy)propyl]piperidine.